describe an organic reaction: reactants, conditions, products, and yield From a dataset of the Open Reaction Database (ORD), a public repository of structured organic reaction records. Reactants: COC1=C(CN2C(C3(CC3)C(C2)C(=O)O)=O)C=CC(=C1)OC (5-(2,4-dimethoxybenzyl)-4-oxo-5-azaspiro[2.4]heptane-7-carboxylic acid), O (water), C(C1=CC=CC=C1)[C@H]1NC(OC1)=O ((R)-4-benzyl-2-oxazolidinone), CCN=C=NCCCN(C)C.Cl (WSC.HCl). Reagents/catalysts: CN(C)C1=CC=NC=C1 (N,N-dimethyl-4-aminopyridine). Solvent: C(Cl)(Cl)Cl (chloroform). Conditions: time 4 hour. The product is C(C1=CC=CC=C1)[C@H]1N(C(OC1)=O)C(=O)C1CN(C(C12CC2)=O)CC2=C(C=C(C=C2)OC)OC (7-((R)-4-Benzyl-2-oxooxazolidine-3-carbonyl)-5-(2,4-dimethoxybenzyl)-5-azaspiro[2.4]heptan-4-one). Reaction SMILES: [CH3:1][O:2][C:3]1[CH:20]=[C:19]([O:21][CH3:22])[CH:18]=[CH:17][C:4]=1[CH2:5][N:6]1[CH2:12][CH:11]([C:13]([OH:15])=O)[C:8]2([CH2:10][CH2:9]2)[C:7]1=[O:16].[CH2:23]([C@@H:30]1[CH2:34][O:33][C:32](=[O:35])[NH:31]1)[C:24]1[CH:29]=[CH:28][CH:27]=[CH:26][CH:25]=1.CCN=C=NCCCN(C)C.Cl.O>C(Cl)(Cl)Cl.CN(C1C=CN=CC=1)C>[CH2:23]([C@@H:30]1[CH2:34][O:33][C:32](=[O:35])[N:31]1[C:13]([CH:11]1[C:8]2([CH2:9][CH2:10]2)[C:7](=[O:16])[N:6]([CH2:5][C:4]2[CH:17]=[CH:18][C:19]([O:21][CH3:22])=[CH:20][C:3]=2[O:2][CH3:1])[CH2:12]1)=[O:15])[C:24]1[CH:25]=[CH:26][CH:27]=[CH:28][CH:29]=1 |f:2.3|. Reported procedure: To a solution of 5-(2,4-dimethoxybenzyl)-4-oxo-5-azaspiro[2.4]heptane-7-carboxylic acid (1.59 g) in chloroform (16 ml) were sequentially added (R)-4-benzyl-2-oxazolidinone (1.11 g), WSC.HCl (1.20 g) and N,N-dimethyl-4-aminopyridine (318 mg) at room temperature, and the mixture was stirred for 4 hours. To this reaction mixture was added water, and the organic layer was separated from the solution, and concentrated under reduced pressure. The resulting residue was purified by silica gel column chr... Reactants: Cl.NN (Hydrazine hydrochloride), CN(C)\C=C/1\C(CCC(C1=O)(C)C)C1=C(C=C(C#N)C=C1)C (4-[(2Z)-2-(dimethylaminomethylene)-4,4-dimethyl-3-oxo-cyclohexyl]-3-methyl-benzonitrile). The reagents and catalysts are C(C)(=O)O (acetic acid). The solvent is C(C)O (ethanol). Conditions: temperature 80 celsius, time 3 hour. Product: Cl.CC1(CCC(C2=CNN=C12)C1=C(C=C(C#N)C=C1)C)C ((+/−)-4-(7,7-Dimethyl-2,4,5,6-tetrahydroindazol-4-yl)-3-methyl-benzonitrile hydrochloride). As a reaction SMILES: [ClH:1].[NH2:2]N.C[N:5](/[CH:7]=[C:8]1/[CH:9]([C:17]2[CH:24]=[CH:23][C:20]([C:21]#[N:22])=[CH:19][C:18]=2[CH3:25])[CH2:10][CH2:11][C:12]([CH3:16])([CH3:15])[C:13]/1=O)C>C(O)C.C(O)(=O)C>[ClH:1].[CH3:15][C:12]1([CH3:16])[C:13]2[C:8](=[CH:7][NH:5][N:2]=2)[CH:9]([C:17]2[CH:24]=[CH:23][C:20]([C:21]#[N:22])=[CH:19][C:18]=2[CH3:25])[CH2:10][CH2:11]1 |f:0.1,5.6|. Procedure: Hydrazine hydrochloride (0.14 g, 2 mmol) is added to 4-[(2Z)-2-(dimethylaminomethylene)-4,4-dimethyl-3-oxo-cyclohexyl]-3-methyl-benzonitrile (0.2 g, 0.67 mmol) in ethanol (30 mL), then acetic acid (two drops) is added to the mixture. After the addition is complete, the reaction mixture is stirred at 80° C. for 3 h. The mixture is cooled to room temperature and concentrated in vacuo. The residue is diluted with ethyl acetate (50 mL) and saturated sodium bicarbonate solution (50 mL). The organic p... The reactants are C#Cc1cccc(N)c1, ClCCl, COCC(=O)Cl. Yields the product C#Cc1cccc(NC(=O)COC)c1. As a reaction SMILES: [C:1](#[CH:2])[c:3]1[cH:4][c:5]([NH2:9])[cH:6][cH:7][cH:8]1.[CH2:16]([Cl:17])[Cl:18].[CH3:10][O:11][CH2:12][C:13](=[O:14])[Cl:15]>>[C:1](#[CH:2])[c:3]1[cH:4][c:5]([NH:9][C:13]([CH2:12][O:11][CH3:10])=[O:14])[cH:6][cH:7][cH:8]1. Solvent: O (water), CO (methanol), O (water). The product is C(C)ON=C(C)COC1=CC=C(C=C1)S(=O)C(CC)C (4-(1-methylpropylsulfinyl)phenoxyacetone O-ethyloxime). Procedure details: To a solution of 4-(1-methylpropylthio)phenoxyacetone O-ethyloxime (7.1 mmol) in 10 ml of methanol at 0° is added, dropwise over 5 min., sodium periodate (1.67 g, 7.8 mmol) in 13 ml of water. The mixture is stirred for 3 hours while warming to RT. The reaction is worked up by addition of water and extraction with ether. The combined organic extracts are washed with saturated sodium thiosulfate, with water and with brine, dried and solvent evaporated off to give 4-(1-methylpropylsulfinyl)phenoxya... Reaction conditions: time 3 hour. RXN SMILES: [CH2:1]([O:3][N:4]=[C:5]([CH2:7][O:8][C:9]1[CH:14]=[CH:13][C:12]([S:15][CH:16]([CH3:19])[CH2:17][CH3:18])=[CH:11][CH:10]=1)[CH3:6])[CH3:2].I([O-])(=O)(=O)=[O:21].[Na+].CCOCC>CO.O>[CH2:1]([O:3][N:4]=[C:5]([CH2:7][O:8][C:9]1[CH:14]=[CH:13][C:12]([S:15]([CH:16]([CH3:19])[CH2:17][CH3:18])=[O:21])=[CH:11][CH:10]=1)[CH3:6])[CH3:2] |f:1.2|. Reactants: I(=O)(=O)(=O)[O-].[Na+] (sodium periodate), C(C)ON=C(C)COC1=CC=C(C=C1)SC(CC)C (4-(1-methylpropylthio)phenoxyacetone O-ethyloxime), CCOCC (ether). Reactants: C1(CCCCC1)P(C1=C(C=CC=C1)C1=C(C=CC=C1OC)OC)C1CCCCC1 (dicyclohexyl(2′,6′-dimethoxybiphenyl-2-yl)phosphine), C1(CC1)B(O)O (Cyclopropylboronic acid), C([O-])([O-])=O.[Na+].[Na+] (sodium carbonate), C(C1=CC=CC=C1)OC1=C(C(=O)OC)C=C(C(=C1)C1CCC1)Br (methyl 2-(benzyloxy)-5-bromo-4-cyclobutylbenzoate). The reagents and catalysts are C=1C=CC(=CC1)/C=C/C(=O)/C=C/C2=CC=CC=C2.C=1C=CC(=CC1)/C=C/C(=O)/C=C/C2=CC=CC=C2.C=1C=CC(=CC1)/C=C/C(=O)/C=C/C2=CC=CC=C2.[Pd].[Pd] (tris(dibenzylideneacetone)dipalladium(0)). The solvent is C1(=CC=CC=C1)C (toluene), O (water). Reaction conditions: time 20 minute. Product: C(C1=CC=CC=C1)OC1=C(C(=O)OC)C=C(C(=C1)C1CCC1)C1CC1 (Methyl 2-(benzyloxy)-4-cyclobutyl-5-cyclopropylbenzoate). Yield: 70.2%. Reaction SMILES: [CH:1]1(B(O)O)[CH2:3][CH2:2]1.C(=O)([O-])[O-].[Na+].[Na+].[CH2:13]([O:20][C:21]1[CH:30]=[C:29]([CH:31]2[CH2:34][CH2:33][CH2:32]2)[C:28](Br)=[CH:27][C:22]=1[C:23]([O:25][CH3:26])=[O:24])[C:14]1[CH:19]=[CH:18][CH:17]=[CH:16][CH:15]=1.C1(P(C2CCCCC2)C2C=CC=CC=2C2C(OC)=CC=CC=2OC)CCCCC1>C1(C)C=CC=CC=1.O.C1C=CC(/C=C/C(/C=C/C2C=CC=CC=2)=O)=CC=1.C1C=CC(/C=C/C(/C=C/C2C=CC=CC=2)=O)=CC=1.C1C=CC(/C=C/C(/C=C/C2C=CC=CC=2)=O)=CC=1.[Pd].[Pd]>[CH2:13]([O:20][C:21]1[CH:30]=[C:29]([CH:31]2[CH2:34][CH2:33][CH2:32]2)[C:28]([CH:1]2[CH2:3][CH2:2]2)=[CH:27][C:22]=1[C:23]([O:25][CH3:26])=[O:24])[C:14]1[CH:19]=[CH:18][CH:17]=[CH:16][CH:15]=1 |f:1.2.3,8.9.10.11.12|. Reported procedure: Cyclopropylboronic acid (6.18 g) and sodium carbonate (15.3 g) were added to a mixed solution of methyl 2-(benzyloxy)-5-bromo-4-cyclobutylbenzoate (13.5 g) in toluene (240 mL) and water (60 mL), and the mixture was deaerated for 20 minutes in an argon stream. Then, tris(dibenzylideneacetone)dipalladium(0) (6.25 g) and dicyclohexyl(2′,6′-dimethoxybiphenyl-2-yl)phosphine (2.80 g) were added thereto, and the mixture was further deaerated for 5 minutes. The reaction mixture was stirred at 100 C for ... The reactants are [N+](=O)([O-])C=1C=C(C=CC1Br)C (3-Nitro-4-bromotoluene), [OH-].[K+] (potassium hydroxide), Cl (hydrochloric acid). Reagents/catalysts: [Fe] (iron). The solvent is C(C)O (ethanol), O (water), O (water), C(C)O (ethanol). Yields the product NC=1C=C(C=CC1Br)C (3-amino-4-bromotoluene). Isolated yield 93.8%. Reaction SMILES: [N+:1]([C:4]1[CH:5]=[C:6]([CH3:11])[CH:7]=[CH:8][C:9]=1[Br:10])([O-])=O.Cl.[OH-].[K+]>O.C(O)C.[Fe]>[NH2:1][C:4]1[CH:5]=[C:6]([CH3:11])[CH:7]=[CH:8][C:9]=1[Br:10] |f:2.3|. Procedure: 3-Nitro-4-bromotoluene (54 g) (ex Lancaster) in a water, ethanol solution (100 ml. 1:1) was rapidly stirred and iron powder (84 g) (ex BDH) was added at 25°. This mixture was heated to reflux and concentrated hydrochloric acid (2.19 g) in water, ethanol (50 ml, 1:1) was added dropwise over 30 minutes. After 4 hours at reflux, the mixture was cooled, made alkaline with 15% potassium hydroxide solution and filtered through celite washing with ethanol (2×50 ml). The resulting mixture was diluted wi... Starting materials: ClCCl, [Mg+2], Nc1ccc(OCCN2CCCC2)cc1, O=S(=O)([O-])[O-], O=Cc1ccc(OC2CCCCO2)cc1. The product is C(=Nc1ccc(OCCN2CCCC2)cc1)c1ccc(OC2CCCCO2)cc1. RXN SMILES: [CH2:37]([Cl:38])[Cl:39].[Mg+2:31].[N:1]1([CH2:6][CH2:7][O:8][c:9]2[cH:10][cH:11][c:12]([NH2:15])[cH:13][cH:14]2)[CH2:2][CH2:3][CH2:4][CH2:5]1.[O-:32][S:33](=[O:34])(=[O:35])[O-:36].[O:16]1[CH:17]([O:22][c:23]2[cH:24][cH:25][c:26]([CH:27]=[O:28])[cH:29][cH:30]2)[CH2:18][CH2:19][CH2:20][CH2:21]1>>[N:1]1([CH2:6][CH2:7][O:8][c:9]2[cH:10][cH:11][c:12]([N:15]=[CH:27][c:26]3[cH:25][cH:24][c:23]([O:22][CH:17]4[O:16][CH2:21][CH2:20][CH2:19][CH2:18]4)[cH:30][cH:29]3)[cH:13][cH:14]2)[CH2:2][CH2:3][CH2:4][CH2:5]1. Procedure details: Illustrative Embodiment 1 is repeated with a mixture of 32 g of phenol, 56 g of methyl chloroacetate, 13 g of methanol and 8 g of dimethoxy benzene (as a gas chromatograph standard). Methyl phenoxy acetate is formed. Run in CO (methanol). Yields the product COC(=O)COC1=CC=CC=C1 (Methyl phenoxy acetate). As a reaction SMILES: [C:1]1([OH:7])[CH:6]=[CH:5][CH:4]=[CH:3][CH:2]=1.Cl[CH2:9][C:10]([O:12][CH3:13])=[O:11].COC1C=CC=CC=1OC>CO>[CH3:13][O:12][C:10]([CH2:9][O:7][C:1]1[CH:6]=[CH:5][CH:4]=[CH:3][CH:2]=1)=[O:11]. Starting materials: C1(=CC=CC=C1)O (phenol), ClCC(=O)OC (methyl chloroacetate), COC1=C(C=CC=C1)OC (dimethoxy benzene). The product is N1=C(C=CC=C1)NC1=CC=C(OC2=NC=CC=C2C2=CCN(CC2)C(C)=O)C=C1 (1-(4-(2-(4-(pyridin-2-ylamino)phenoxy)pyridin-3-yl)-5,6-dihydropyridin-1(2H)-yl)ethanone). Procedure details: N-(4-(3-bromopyridin-2-yloxy)phenyl)pyridin-2-amine hydrochloride (0.388 g, 1.14 mmol), 1-(4-(4,4,5,5-tetramethyl-1,3,2-dioxaborolan-2-yl)-5,6-dihydropyridin-1(2H)-yl)ethanone (0.30 g, 1.2 mmol), potassium acetate (0.60 g, 10.2 mmol), and Amphos (0.063 g, 0.090 mmol) were taken up in 12 mL of 3:1 mixture of acetonitrile and water. The mixture was purged with nitrogen and heated to 90° C. for 15 h. The reaction mixture was diluted with water and extracted with EtOAc (3×). The combined organics wa... Reaction SMILES: Cl.Br[C:3]1[C:4]([O:9][C:10]2[CH:15]=[CH:14][C:13]([NH:16][C:17]3[CH:22]=[CH:21][CH:20]=[CH:19][N:18]=3)=[CH:12][CH:11]=2)=[N:5][CH:6]=[CH:7][CH:8]=1.CC1(C)C(C)(C)OB([C:31]2[CH2:36][CH2:35][N:34]([C:37](=[O:39])[CH3:38])[CH2:33][CH:32]=2)O1.C([O-])(=O)C.[K+].CC(N)CC1C=CC=CC=1.OP(O)(O)=O>O.C(#N)C>[N:18]1[CH:19]=[CH:20][CH:21]=[CH:22][C:17]=1[NH:16][C:13]1[CH:14]=[CH:15][C:10]([O:9][C:4]2[C:3]([C:31]3[CH2:36][CH2:35][N:34]([C:37](=[O:39])[CH3:38])[CH2:33][CH:32]=3)=[CH:8][CH:7]=[CH:6][N:5]=2)=[CH:11][CH:12]=1 |f:0.1,3.4,5.6|. Conditions: temperature 90 celsius. Starting materials: Cl.BrC=1C(=NC=CC1)OC1=CC=C(C=C1)NC1=NC=CC=C1 (N-(4-(3-bromopyridin-2-yloxy)phenyl)pyridin-2-amine hydrochloride), CC1(OB(OC1(C)C)C1=CCN(CC1)C(C)=O)C (1-(4-(4,4,5,5-tetramethyl-1,3,2-dioxaborolan-2-yl)-5,6-dihydropyridin-1(2H)-yl)ethanone), C(C)(=O)[O-].[K+] (potassium acetate), CC(CC1=CC=CC=C1)N.OP(=O)(O)O (Amphos). Run in O (water), C(C)#N (acetonitrile).